describe an organic reaction: reactants, conditions, products, and yield From a dataset of the Open Reaction Database (ORD), a public repository of structured organic reaction records. The reactants are Cc1ccccc1, OC1CC(c2ccc(F)cc2)c2ccc(F)cc21, O, O=S(Cl)Cl. The product is Fc1ccc(C2CC(Cl)c3cc(F)ccc32)cc1. As a reaction SMILES: [CH3:24][c:25]1[cH:26][cH:27][cH:28][cH:29][cH:30]1.[F:1][c:2]1[cH:3][cH:4][c:5]([CH:8]2[CH2:9][CH:10]([OH:18])[c:11]3[cH:12][c:13]([F:17])[cH:14][cH:15][c:16]32)[cH:6][cH:7]1.[OH2:19].[S:20]([Cl:21])([Cl:22])=[O:23]>>[F:1][c:2]1[cH:3][cH:4][c:5]([CH:8]2[CH2:9][CH:10]([Cl:22])[c:11]3[cH:12][c:13]([F:17])[cH:14][cH:15][c:16]32)[cH:6][cH:7]1. Starting materials: C1(CCCC1)OC=1C=C(C=CC1OC)C1(CCC(CC1)=O)C#CC1=NC(=NC=C1)S(=O)(=O)C (4-(3-cyclopentyloxy-4-methoxyphenyl)-4-(2-methylsulfonylpyrimidin-4-ylethynyl)cyclohexan-1-one), N (ammonia). Solvent: CO (methanol). Reaction conditions: time 2.5 hour. Product: NC1=NC=CC(=N1)C#CC1(CCC(CC1)=O)C1=CC(=C(C=C1)OC)OC1CCCC1 (4-(2-aminopyrimidin-4-ylethynyl)-4-(3-cyclopentyloxy-4-methoxyphenyl)cyclohexan-1-one). The yield is 73.0%. RXN SMILES: [CH:1]1([O:6][C:7]2[CH:8]=[C:9]([C:15]3([C:22]#[C:23][C:24]4[CH:29]=[CH:28][N:27]=[C:26](S(C)(=O)=O)[N:25]=4)[CH2:20][CH2:19][C:18](=[O:21])[CH2:17][CH2:16]3)[CH:10]=[CH:11][C:12]=2[O:13][CH3:14])[CH2:5][CH2:4][CH2:3][CH2:2]1.[NH3:34]>CO>[NH2:34][C:26]1[N:25]=[C:24]([C:23]#[C:22][C:15]2([C:9]3[CH:10]=[CH:11][C:12]([O:13][CH3:14])=[C:7]([O:6][CH:1]4[CH2:5][CH2:4][CH2:3][CH2:2]4)[CH:8]=3)[CH2:20][CH2:19][C:18](=[O:21])[CH2:17][CH2:16]2)[CH:29]=[CH:28][N:27]=1. Reported procedure: Into a solution of 4-(3-cyclopentyloxy-4-methoxyphenyl)-4-(2-methylsulfonylpyrimidin-4-ylethynyl)cyclohexan-1-one (0.26 g, 0.56 mmol) in methanol (4 mL) at -78° C. was condensed liquid ammonia (4 mL), the pressure tube was sealed and the reaction was stirred at room temperature for 2.5 h. After cooling, the solvents were evaporated. Purification required two flash chromatographies, eluting first with 2:98 methanol:dichloromethane and secondly with 4:6 ethyl acetate:hexanes, to provide 4-(2-amino... Reactants: [H][H] (hydrogen), ClC1=C(C=C(C=C1)[N+](=O)[O-])[N+](=O)[O-] (1-chloro-2,4-dinitrobenzene), C(C)(=O)O.C(=N)N (formamidine acetate). The reagents and catalysts are [Ni] (Raney nickel). Solvent: CO (methanol). Product: ClC1=C(C=C(C=C1)N)N (1-Chloro-2,4-diaminobenzene), 1-Chloro-2,4-acetamidobenzene. Reaction SMILES: [Cl:1][C:2]1[CH:7]=[CH:6][C:5]([N+:8]([O-])=O)=[CH:4][C:3]=1[N+:11]([O-])=O.C(O)(=O)C.C(N)=N.[H][H]>[Ni].CO>[Cl:1][C:2]1[CH:7]=[CH:6][C:5]([NH2:8])=[CH:4][C:3]=1[NH2:11] |f:1.2|. Procedure: 40.8 g of 1-chloro-2,4-dinitrobenzene, 2 g of Raney nickel (60%, aqueous), 1.5 g of formamidine acetate and 120 ml of methanol are introduced in an autoclave equipped with gas introduction stirrer. The air in the autoclave is then displaced by nitrogen and then by hydrogen. The hydrogenation is carried out at a pressure of 10 bar and a temperature of 60° C. The hydrogenation time is 11/4 hours. 1-Chloro-2,4-diaminobenzene, 99% pure (analysed as 1-Chloro-2,4-acetamidobenzene by liquid chromatogra...